Dataset: the Open Reaction Database (ORD), a public repository of structured organic reaction records. Task: describe an organic reaction: reactants, conditions, products, and yield Starting materials: C(C)(C)(C)OC(CN1C=CC2=CC=C(C=C12)O[C@H](C)C1=C(N=C(S1)C1=CC=C(C=C1)C(F)(F)F)C)=O ((R)-(6-{1-[4-methyl-2-(4-trifluoromethyl-phenyl)-thiazol-5-yl]-ethoxy}-indol-1-yl)-acetic acid tert-butyl ester), [Li+].[OH-] (LiOH). Product: CC=1N=C(SC1[C@@H](C)OC1=CC=C2C=CN(C2=C1)CC(=O)O)C1=CC=C(C=C1)C(F)(F)F ((R)-(6-{1-[4-methyl-2-(4-trifluoromethyl-phenyl)-thiazol-5-yl]-ethoxy}-indol-1-yl)-acetic acid). As a reaction SMILES: C([O:5][C:6](=[O:36])[CH2:7][N:8]1[C:16]2[C:11](=[CH:12][CH:13]=[C:14]([O:17][C@@H:18]([C:20]3[S:24][C:23]([C:25]4[CH:30]=[CH:29][C:28]([C:31]([F:34])([F:33])[F:32])=[CH:27][CH:26]=4)=[N:22][C:21]=3[CH3:35])[CH3:19])[CH:15]=2)[CH:10]=[CH:9]1)(C)(C)C.[Li+].[OH-]>>[CH3:35][C:21]1[N:22]=[C:23]([C:25]2[CH:26]=[CH:27][C:28]([C:31]([F:33])([F:34])[F:32])=[CH:29][CH:30]=2)[S:24][C:20]=1[C@H:18]([O:17][C:14]1[CH:15]=[C:16]2[C:11]([CH:10]=[CH:9][N:8]2[CH2:7][C:6]([OH:36])=[O:5])=[CH:12][CH:13]=1)[CH3:19] |f:1.2|. Procedure details: In analogy to the procedure described in example 2 c], (R)-(6-{1-[4-methyl-2-(4-trifluoromethyl-phenyl)-thiazol-5-yl]-ethoxy}-indol-1-yl)-acetic acid tert-butyl ester was treated with LiOH to obtain (R)-(6-{1-[4-methyl-2-(4-trifluoromethyl-phenyl)-thiazol-5-yl]-ethoxy}-indol-1-yl)-acetic acid as light brown solid. According to chiral HPLC (Chiralpak-ADH), the enantiomeric excess amounts to 89%. MS: 459.1 (M−H)−. The reactants are ClC1=CC=C(C=O)C=C1 (p-Chlorobenzaldehyde), ClC=1C=C(CC(CCC(=O)O)(C(C)=O)C2=CC=CC=C2)C=CC1 (4-(m-chlorobenzyl)-4-phenyl-5-oxohexanoic acid), [OH-].[Na+] (sodium hydroxide). Run in C(C)O (ethanol), O (water), O (water). Yields the product ClC=1C=C(CC(CCC(=O)O)(C(C=CC2=CC=C(C=C2)Cl)=O)C2=CC=CC=C2)C=CC1 (4-(m-Chlorobenzyl)-4-phenyl-5-oxo-7-(p-chlorophenyl)-6-heptenoic Acid). Reaction SMILES: [Cl:1][C:2]1[CH:9]=[CH:8][C:5]([CH:6]=O)=[CH:4][CH:3]=1.[Cl:10][C:11]1[CH:12]=[C:13]([CH:30]=[CH:31][CH:32]=1)[CH2:14][C:15]([C:24]1[CH:29]=[CH:28][CH:27]=[CH:26][CH:25]=1)([C:21](=[O:23])[CH3:22])[CH2:16][CH2:17][C:18]([OH:20])=[O:19].[OH-].[Na+]>C(O)C.O>[Cl:10][C:11]1[CH:12]=[C:13]([CH:30]=[CH:31][CH:32]=1)[CH2:14][C:15]([C:24]1[CH:29]=[CH:28][CH:27]=[CH:26][CH:25]=1)([C:21](=[O:23])[CH:22]=[CH:6][C:5]1[CH:8]=[CH:9][C:2]([Cl:1])=[CH:3][CH:4]=1)[CH2:16][CH2:17][C:18]([OH:20])=[O:19] |f:2.3|. Reported procedure: p-Chlorobenzaldehyde (3.5 g., 0.025 mole) in ethanol (10 ml.) is added to a solution of 4-(m-chlorobenzyl)-4-phenyl-5-oxohexanoic acid (4.89 g., 0.015 mole) and sodium hydroxide (0.8 g., 0.02 mole) in water (50 ml.). The resulting mixture is heated on a steam bath for 24 hours. The reaction solution is cooled to room temperature, diluted with water (200 ml.) and extracted with ether to remove the excess p-chlorobenzaldehyde. Ether is expelled from the aqueous phase by warming. The solution is co... Reactants: N1CCOCC1 (morpholine), ClC=1N=NC(=CC1)Cl (3,6-dichloropyridazine). Reaction conditions: temperature 90 celsius. Product: ClC1=CC=C(N=N1)N1CCOCC1 (4-(6-Chloro-pyridazin-3-yl)-morpholine). The yield is 79.1%. RXN SMILES: [NH:1]1[CH2:6][CH2:5][O:4][CH2:3][CH2:2]1.[Cl:7][C:8]1[N:9]=[N:10][C:11](Cl)=[CH:12][CH:13]=1>>[Cl:7][C:8]1[N:9]=[N:10][C:11]([N:1]2[CH2:6][CH2:5][O:4][CH2:3][CH2:2]2)=[CH:12][CH:13]=1. Reported procedure: A 50 mL flask equipped with a reflux condenser was charged with morpholine (2.93 mL, 33.5 mmol) and 3,6-dichloropyridazine (5.00 g, 33.5 mmol). The mixture was heated at 90° C. for 6 h, the resultant solid was partitioned between EtOAc, water and saturated NH4Cl. Organic layer was separated, dried over anhydrous Na2SO4, filtered, and evaporated to afford the title compound 64 (5.3 g, 26.5 mmol, 79% yield). The reactants are CC(=O)O, ClCCl, Cl, [Na+], [OH-], O=Cc1cccc(O)c1, O=C(Nc1ccccc1)N1CCNCC1. Product: O=C(Nc1ccccc1)N1CCN(Cc2cccc(O)c2)CC1. RXN SMILES: [CH3:31][C:32](=[O:33])[OH:34].[Cl:28][CH2:29][Cl:30].[ClH:27].[Na+:26].[OH-:25].[OH:16][c:17]1[cH:18][c:19]([CH:20]=[O:21])[cH:22][cH:23][cH:24]1.[c:1]1([NH:7][C:8](=[O:9])[N:10]2[CH2:11][CH2:12][NH:13][CH2:14][CH2:15]2)[cH:2][cH:3][cH:4][cH:5][cH:6]1>>[c:1]1([NH:7][C:8](=[O:9])[N:10]2[CH2:11][CH2:12][N:13]([CH2:20][c:19]3[cH:18][c:17]([OH:16])[cH:24][cH:23][cH:22]3)[CH2:14][CH2:15]2)[cH:2][cH:3][cH:4][cH:5][cH:6]1. The reactants are CC(C)([O-])C.[K+] (Potassium tert-butoxide), O1CCCC1 (tetrahydrofuran), NC1=C(C=C(C=C1)O)F (4-amino-3-fluorophenol), ClC1=CC(=NC=C1)C(=O)N (4-chloropyridine-2-carboxamide). Run in O (water), CS(=O)C (dimethyl sulfoxide), CS(=O)C (dimethyl sulfoxide). Conditions: time 2 hour. The product is NC1=C(C=C(OC2=CC=NC=C2)C=C1)F (4-(4-Amino-3-fluorophenoxy)pyridine). The yield is 91.2%. As a reaction SMILES: CC(C)([O-])C.[K+].O1CCCC1.[NH2:12][C:13]1[CH:18]=[CH:17][C:16]([OH:19])=[CH:15][C:14]=1[F:20].Cl[C:22]1[CH:27]=[CH:26][N:25]=[C:24](C(N)=O)[CH:23]=1>CS(C)=O.O>[NH2:12][C:13]1[CH:18]=[CH:17][C:16]([O:19][C:22]2[CH:27]=[CH:26][N:25]=[CH:24][CH:23]=2)=[CH:15][C:14]=1[F:20] |f:0.1|. Procedure: Potassium tert-butoxide (214 g) was dissolved in dimethyl sulfoxide (750 ml) and tetrahydrofuran (250 ml) under a nitrogen stream, and a solution of 4-amino-3-fluorophenol ½ naphthalene-2,6-disulfonate (242 g) and 4-chloropyridine-2-carboxamide (100 g) in dimethyl sulfoxide (1000 ml) was added dropwise to the solution with stirring and cooling on ice. The reaction mixture was stirred at room temperature for 30 minutes, then in an oil bath at 90° C. (external temperature) for 2 hours. The reactio... The reactants are C(C)(=O)OCC (ethyl acetate), FC1=C(C=C(C=C1)OC)C (4-fluoro-3-methylanisol), CCCCCC (n-Hexane), ice water, COC(Cl)Cl (dichloromethyl methyl ether). The reagents and catalysts are [Ti](Cl)(Cl)(Cl)Cl (titanium tetrachloride). Run in ClCCl (dichloromethane). Reaction conditions: time 30 minute. Product: FC=1C(=CC(=C(C=O)C1)OC)C (5-Fluoro-2-methoxy-4-methylbenzaldehyde). As a reaction SMILES: [F:1][C:2]1[CH:7]=[CH:6][C:5]([O:8][CH3:9])=[CH:4][C:3]=1[CH3:10].[CH3:11][O:12]C(Cl)Cl.C(OCC)(=O)C.CCCCCC>ClCCl.[Ti](Cl)(Cl)(Cl)Cl>[F:1][C:2]1[C:3]([CH3:10])=[CH:4][C:5]([O:8][CH3:9])=[C:6]([CH:7]=1)[CH:11]=[O:12]. Procedure: 10 g of 4-fluoro-3-methylanisol was dissolved in 80 ml of dichloromethane, and 10 ml of titanium tetrachloride and 7.5 ml of dichloromethyl methyl ether were added to the solution successively at 0° C. The resulting mixture was stirred at the same temperature for 30 minutes. The reaction mixture was poured into ice-water, followed by the addition of 300 ml of ethyl acetate. The organic phase was washed with brine, dried over anhydrous magnesium sulfate. After the desiccant was filtered off, the ... Reactants: COC1=CC=C(N=N1)N1CCC(CC1)CO (1-(6-methoxy-3-pyridazinyl)-4-piperidinemethanol), OC1=CC=C(C(=O)OCC)C=C1 (ethyl 4-hydroxybenzoate), CCOC(=O)/N=N/C(=O)OCC (diethyl diazenedicarboxylate). Solvent: O1CCCC1 (tetrahydrofuran), O1CCCC1 (tetrahydrofuran). Reaction conditions: time 8 hour. Yields the product COC1=CC=C(N=N1)N1CCC(CC1)COC1=CC=C(C(=O)OCC)C=C1 (ethyl 4-[[1-(6-methoxy-3-pyridazinyl)-4-piperidinyl]methoxy]benzoate). The yield is 60.1%. Reaction SMILES: [CH3:1][O:2][C:3]1[N:8]=[N:7][C:6]([N:9]2[CH2:14][CH2:13][CH:12]([CH2:15][OH:16])[CH2:11][CH2:10]2)=[CH:5][CH:4]=1.O[C:18]1[CH:28]=[CH:27][C:21]([C:22]([O:24][CH2:25][CH3:26])=[O:23])=[CH:20][CH:19]=1.CCOC(/N=N/C(OCC)=O)=O>O1CCCC1>[CH3:1][O:2][C:3]1[N:8]=[N:7][C:6]([N:9]2[CH2:14][CH2:13][CH:12]([CH2:15][O:16][C:18]3[CH:28]=[CH:27][C:21]([C:22]([O:24][CH2:25][CH3:26])=[O:23])=[CH:20][CH:19]=3)[CH2:11][CH2:10]2)=[CH:5][CH:4]=1. Procedure details: To a stirred and cooled solution of 6.7 parts of 1-(6-methoxy-3-pyridazinyl)-4-piperidinemethanol, 5 parts of ethyl 4-hydroxybenzoate and 7.8 parts of triphenylposphine in 135 of tetrahydrofuran was added a solution of 5.6 parts of diethyl diazenedicarboxylate in 45 parts of tetrahydrofuran. Upon complete addition, stirring was continued overnight at room temperature. After evaporation, the residue was taken up in water and the product was extracted with dichloromethane. The extract was dried, f...